This data is from the Open Reaction Database (ORD), a public repository of structured organic reaction records. The task is: describe an organic reaction: reactants, conditions, products, and yield As a reaction SMILES: [CH3:1][O:2][C:3]([c:4]1[cH:5][cH:6][c:7]([CH2:10][n:11]2[c:12](=[O:20])[nH:13][c:14]3[c:15]2[cH:16][cH:17][cH:18][cH:19]3)[cH:8][cH:9]1)=[O:21].[ClH:24].[Li+:23].[O:25]1[CH2:26][CH2:27][O:28][CH2:29][CH2:30]1.[OH-:22]>>[O:2]=[C:3]([c:4]1[cH:5][cH:6][c:7]([CH2:10][n:11]2[c:12](=[O:20])[nH:13][c:14]3[c:15]2[cH:16][cH:17][cH:18][cH:19]3)[cH:8][cH:9]1)[OH:21]. The product is O=C(O)c1ccc(Cn2c(=O)[nH]c3ccccc32)cc1. The reactants are COC(=O)c1ccc(Cn2c(=O)[nH]c3ccccc32)cc1, Cl, [Li+], C1COCCO1, [OH-].